From a dataset of the Open Reaction Database (ORD), a public repository of structured organic reaction records. describe an organic reaction: reactants, conditions, products, and yield Reactants: [BH4-].[Na+] (NaBH4), [BH4-].[Na+] (NaBH4), O=[O+][O-] (Ozone), C[C@H](/C=C/[C@H](C)C(C)C)[C@H]1CC[C@@H]\2[C@@]1(CCC/C2=C\C=C/3\C[C@H](CCC3=C)O)C (vitamin D2), N1=CC=CC=C1 (pyridine), CO (methanol), [BH4-].[Na+] (NaBH4). Run at time 20 minute. The product is CC[C@H](C)[C@H]1CC[C@@H]\2[C@@]1(CCC/C2=C\C=C3C[C@H](C(=C)[C@@H](C3)O)O)C (2MbisP). Yield: 75.0%. As a reaction SMILES: O=[O+][O-].[CH3:4][C@@H:5]([C@@H:13]1[C@@:17]2([CH3:32])[CH2:18][CH2:19][CH2:20]/[C:21](=[CH:22]\[CH:23]=[C:24]3\[CH2:25][C@@H:26]([OH:31])[CH2:27][CH2:28][C:29]\3=C)/[C@@H:16]2[CH2:15][CH2:14]1)/[CH:6]=[CH:7]/[C@@H](C(C)C)C.N1C=CC=CC=1.[BH4-].[Na+].[CH3:41][OH:42]>>[CH3:7][CH2:6][C@@H:5]([C@@H:13]1[C@@:17]2([CH3:32])[CH2:18][CH2:19][CH2:20]/[C:21](=[CH:22]\[CH:23]=[C:24]3[CH2:29][C@@H:41]([OH:42])[C:27](=[CH2:28])[C@H:26]([OH:31])[CH2:25]3)/[C@@H:16]2[CH2:15][CH2:14]1)[CH3:4] |f:3.4|. Reported procedure: Ozone was passed through a solution of vitamin D2 (3 g, 7.6 mmol) in methanol (250 mL) and pyridine (2.44 g, 2.5 mL, 31 mmol) for 50 minutes at −78° C. The reaction mixture was then flushed with oxygen for 15 min to remove the residual ozone, and the solution was treated with NaBH4 (0.75 g, 20 mmol). After 20 minutes, the second portion of NaBH4 (0.75 g, 20 mmol) was added, and the mixture was allowed to warm to room temperature. The third portion of NaBH4 (0.75 g, 20 mmol) was then added and th...